From a dataset of the Open Reaction Database (ORD), a public repository of structured organic reaction records. describe an organic reaction: reactants, conditions, products, and yield Reactants: C1(CC1)N (cyclopropylamine), [BH-](OC(=O)C)(OC(=O)C)OC(=O)C.[Na+] (NaBH(OAc)3), C(C)(=O)O (acetic acid), [OH-].[Na+] (NaOH), OC1(CCC(CC1)=O)C (4-Hydroxy-4-methylcyclohexanone). The solvent is ClCCCl (1,2-dichloroethane). Run at time 20 hour. Yields the product C1(CC1)NC1CCC(CC1)(O)C (4-(cyclopropylamino)-1-methylcyclohexanol). The yield is 71.8%. Reaction SMILES: [OH:1][C:2]1([CH3:9])[CH2:7][CH2:6][C:5](=O)[CH2:4][CH2:3]1.[CH:10]1([NH2:13])[CH2:12][CH2:11]1.[BH-](OC(C)=O)(OC(C)=O)OC(C)=O.[Na+].C(O)(=O)C.[OH-].[Na+]>ClCCCl>[CH:10]1([NH:13][CH:5]2[CH2:6][CH2:7][C:2]([CH3:9])([OH:1])[CH2:3][CH2:4]2)[CH2:12][CH2:11]1 |f:2.3,5.6|. Procedure details: 4-Hydroxy-4-methylcyclohexanone (440 mg, 3.43 mmol) was dissolved in 1,2-dichloroethane (15 ml), followed by sequential addition of cyclopropylamine (0.26 ml, 3.78 mmol), NaBH(OAc)3 (1.16 g, 5.49 mmol), and acetic acid (0.20 ml, 3.43 mmol), and then the resulting mixture was stirred at room temperature under nitrogen stream for 20 hours. The resulting reaction liquid was neutralized by addition of 10% aqueous NaOH solution, and extracted with 5% MeOH/MC (15 ml×4). The organic layer was dried ove... Starting materials: BrC=1C=CC(=C(C1)\C=N\NC1=CC=C(C=C1)F)F (N-[1-(5-bromo-2-fluorophenyl)meth-(E)-ylidene]-N′-(4-fluorophenyl)hydrazine), C([O-])([O-])=O.[Cs+].[Cs+] (cesium carbonate), CS(=O)C (DMSO). Run in O (water). Reaction conditions: temperature 220 celsius. Yields the product BrC=1C=C2C=NN(C2=CC1)C1=CC=C(C=C1)F (5-bromo-1-(4-fluorophenyl)-1H-indazole). Isolated yield 99.8%. As a reaction SMILES: [Br:1][C:2]1[CH:3]=[CH:4][C:5](F)=[C:6](/[CH:8]=[N:9]/[NH:10][C:11]2[CH:16]=[CH:15][C:14]([F:17])=[CH:13][CH:12]=2)[CH:7]=1.C(=O)([O-])[O-].[Cs+].[Cs+].CS(C)=O>O>[Br:1][C:2]1[CH:7]=[C:6]2[C:5](=[CH:4][CH:3]=1)[N:10]([C:11]1[CH:16]=[CH:15][C:14]([F:17])=[CH:13][CH:12]=1)[N:9]=[CH:8]2 |f:1.2.3|. Procedure details: A 30 mL microwave vial was charged with 3.00 g (9.642 mmol) of N-[1-(5-bromo-2-fluorophenyl)meth-(E)-ylidene]-N′-(4-fluorophenyl)hydrazine and 3.14 g (9.64 mmol) of cesium carbonate and 10 mL of DMSO and sealed. The mixture was warmed at 220° C. in the microwave for 15 minutes cooled and opened at room temperature. The mixture was diluted with 10 mL of water and extracted with 20 mL of EtOAc. The organic layer was washed with brine, dried over sodium sulfate, filtered and concentrated in vacuo. ... The reactants are COc1cc2c(cc1OC)C1CC(NC(=O)OC(C)(C)C)C(N3CCCCC3=O)CN1CC2, CCO, CCCCCCC. Yields the product COc1cc2c(cc1OC)C1CC(N)C(N3CCCCC3=O)CN1CC2. As a reaction SMILES: [C:1]([O:2][C:3](=[O:4])[NH:7][CH:8]1[CH2:9][CH:10]2[N:11]([CH2:12][CH2:13][c:14]3[cH:15][c:16]([O:22][CH3:23])[c:17]([O:20][CH3:21])[cH:18][c:19]32)[CH2:24][CH:25]1[N:26]1[C:27](=[O:32])[CH2:28][CH2:29][CH2:30][CH2:31]1)([CH3:5])([CH3:6])[CH3:33].[CH2:41]([OH:42])[CH3:43].[CH3:34][CH2:35][CH2:36][CH2:37][CH2:38][CH2:39][CH3:40]>>[NH2:7][CH:8]1[CH2:9][CH:10]2[N:11]([CH2:12][CH2:13][c:14]3[cH:15][c:16]([O:22][CH3:23])[c:17]([O:20][CH3:21])[cH:18][c:19]32)[CH2:24][CH:25]1[N:26]1[C:27](=[O:32])[CH2:28][CH2:29][CH2:30][CH2:31]1. The reactants are O.O.[Sn](Cl)Cl (Tin (II) chloride dihydrate), [N+](=O)([O-])C1=C(C=CC=C1)S(=O)(=O)NC=1C=CC=C2C=CC=NC12 (2-nitro-N-quinolin-8-yl-benzenesulfonamide), [N+](=O)([O-])C1=C(C=CC=C1)S(=O)(=O)NC=1C=CC=C2C=CC=NC12 (2-nitro-N-quinolin-8-yl-benzenesulfonamide). The solvent is CCO (EtOH). Product: NC1=C(C=CC=C1)S(=O)(=O)NC=1C=CC=C2C=CC=NC12 (2-Amino-N-quinolin-8-yl-benzenesulfonamide). Yield: 100.2%. Reaction SMILES: O.O.[Sn](Cl)Cl.[N+:6]([C:9]1[CH:14]=[CH:13][CH:12]=[CH:11][C:10]=1[S:15]([NH:18][C:19]1[CH:20]=[CH:21][CH:22]=[C:23]2[C:28]=1[N:27]=[CH:26][CH:25]=[CH:24]2)(=[O:17])=[O:16])([O-])=O>CCO>[NH2:6][C:9]1[CH:14]=[CH:13][CH:12]=[CH:11][C:10]=1[S:15]([NH:18][C:19]1[CH:20]=[CH:21][CH:22]=[C:23]2[C:28]=1[N:27]=[CH:26][CH:25]=[CH:24]2)(=[O:17])=[O:16] |f:0.1.2|. Reported procedure: Tin (II) chloride dihydrate (4.11 g, 18.2 mmol) was added to a solution of 2-nitro-N-quinolin-8-yl-benzenesulfonamide (Example Compound 6) (2.0 g, 6.07 mmol) in EtOH (50 ml) and the mixture was heated under reflux for 2 h. After cooling, the mixture was concentrated in vacuo. The crude residue was dissolved in EtOAc (40 ml) and cooled in an ice bath, the mixture was basified with aqueous ammonia. The resulting white precipitate was collected by filtration, washed with EtOAc and discarded. The or... Reactants: [Na].CN(C=1C=C(C=CC1)O)C (3-dimethylaminophenol sodium salt), ClCCCO (3-chloro-1-propanol). The product is CN(C=1C=C(OCCCO)C=CC1)C (3-(3-dimethylaminophenoxy)-1-propanol). Yield: 57.0%. As a reaction SMILES: [Na].[CH3:2][N:3]([CH3:11])[C:4]1[CH:5]=[C:6]([OH:10])[CH:7]=[CH:8][CH:9]=1.Cl[CH2:13][CH2:14][CH2:15][OH:16]>>[CH3:2][N:3]([CH3:11])[C:4]1[CH:5]=[C:6]([CH:7]=[CH:8][CH:9]=1)[O:10][CH2:13][CH2:14][CH2:15][OH:16] |f:0.1,^1:0|. Procedure: Preparation analogously to Example 70 by the reaction of 3-dimethylaminophenol sodium salt with 3-chloro-1-propanol to give 3-(3-dimethylaminophenoxy)-1-propanol (b.p.0.7 =150°-5°; yield 57%), which is converted quantitatively into 3-(3-dimethylaminophenoxy)-propyl 1-methanesulphonate (oil) and is reacted with excess 5-amino-5-desoxy-1.4;3.6-dianhydro-L-iditol 2-nitrate in boiling ethanol. Isolation as hydrochloride. Yield, after recrystallisation from ethanol+active charcoal: 38.2%. Reactants: C[O-].[Na+] (Sodium methylate), C(=O)(C(=O)OC)N1C(C(C1)NC(COC1=CC=CC=C1)=O)=O (1-methoxalyl-3-(2-phenoxyacetamido)-2-azetidinone). The solvent is CO (methanol). The product is O(C1=CC=CC=C1)CC(=O)NC1C(NC1)=O (3-(2-phenoxyacetamido)-2-azetidinone). Yield: 57.7%. RXN SMILES: C[O-].[Na+].C([N:10]1[CH2:13][CH:12]([NH:14][C:15](=[O:24])[CH2:16][O:17][C:18]2[CH:23]=[CH:22][CH:21]=[CH:20][CH:19]=2)[C:11]1=[O:25])(C(OC)=O)=O>CO>[O:17]([CH2:16][C:15]([NH:14][CH:12]1[CH2:13][NH:10][C:11]1=[O:25])=[O:24])[C:18]1[CH:19]=[CH:20][CH:21]=[CH:22][CH:23]=1 |f:0.1|. Reported procedure: Sodium methylate (15 mg.) and absolute methanol (20 ml.) were added to 1-methoxalyl-3-(2-phenoxyacetamido)-2-azetidinone (1.1 g.), and the mixture was heated under reflux for 30 minutes. The solvent was distilled off from the reaction mixture under reduced pressure, and the residue was dissolved in acetone, and then the insoluble material was filtered off. The filtrate was concentrated and allowed to stand cool, and then the precipitated crystals were collected by filtration. The crystals were w... Reactants: C(C)(C)(C)N1N=C(C=C1C1=CC=C(C=C1)OC)CCC=O (3-(1-tert-butyl-5-(4-methoxyphenyl)-1H-pyrazol-3-yl)propanal), [BH-](OC(=O)C)(OC(=O)C)OC(=O)C.[Na+] (NaBH(OAc)3), ClC1=CC=C(C=C1)N1CCNCC1 (1-(4-chlorophenyl)piperazine), CCN(C(C)C)C(C)C (DIPEA). Product: C(C)(C)(C)N1N=C(C=C1C1=CC=C(C=C1)OC)CCCN1CCN(CC1)C1=CC=C(C=C1)Cl (1-(3-(1-tert-butyl-5-(4-methoxyphenyl)-1H-pyrazol-3-yl)propyl)-4-(4-chlorophenyl)piperazine). RXN SMILES: [C:1]([N:5]1[C:9]([C:10]2[CH:15]=[CH:14][C:13]([O:16][CH3:17])=[CH:12][CH:11]=2)=[CH:8][C:7]([CH2:18][CH2:19][CH:20]=O)=[N:6]1)([CH3:4])([CH3:3])[CH3:2].[Cl:22][C:23]1[CH:28]=[CH:27][C:26]([N:29]2[CH2:34][CH2:33][NH:32][CH2:31][CH2:30]2)=[CH:25][CH:24]=1.CCN(C(C)C)C(C)C.[BH-](OC(C)=O)(OC(C)=O)OC(C)=O.[Na+]>>[C:1]([N:5]1[C:9]([C:10]2[CH:15]=[CH:14][C:13]([O:16][CH3:17])=[CH:12][CH:11]=2)=[CH:8][C:7]([CH2:18][CH2:19][CH2:20][N:32]2[CH2:31][CH2:30][N:29]([C:26]3[CH:25]=[CH:24][C:23]([Cl:22])=[CH:28][CH:27]=3)[CH2:34][CH2:33]2)=[N:6]1)([CH3:3])([CH3:2])[CH3:4] |f:3.4|. Reported procedure: 82 mg (55%) of target compound was obtained by using a method same as in Example 1 by using 3-(1-tert-butyl-5-(4-methoxyphenyl)-1H-pyrazol-3-yl)propanal (85 mg, 0.297 mmol), 1-(4-chlorophenyl)piperazine (80 mg, 0.297 mmol), DIPEA (0.078 mL, 0.446 mmol) and NaBH(OAc)3 (189 mg, 0.891 mmol).